The task is: describe an organic reaction: reactants, conditions, products, and yield. This data is from the Open Reaction Database (ORD), a public repository of structured organic reaction records. The reactants are Cl, S=P12SP3(=S)SP(=S)(S1)SP(=S)(S2)S3, O=C1Nc2ccccc2Sc2ccccc21, c1ccncc1. Product: S=C1Nc2ccccc2Sc2ccccc21. As a reaction SMILES: [ClH:31].[P:1]12(=[S:2])[S:3][P:4]3(=[S:14])[S:5][P:6](=[S:12])([S:7][P:8](=[S:11])([S:9]3)[S:10]1)[S:13]2.[cH:15]1[cH:16][cH:17][cH:18][c:19]2[c:20]1[C:21](=[O:30])[NH:22][c:23]1[c:24]([cH:26][cH:27][cH:28][cH:29]1)[S:25]2.[cH:32]1[cH:33][cH:34][n:35][cH:36][cH:37]1>>[S:2]=[C:21]1[c:20]2[cH:15][cH:16][cH:17][cH:18][c:19]2[S:25][c:24]2[c:23]([cH:29][cH:28][cH:27][cH:26]2)[NH:22]1. Reactants: ClC1=C(C=CC=C1[N+](=O)[O-])C (2-chloro-3-nitrotoluene), C1(=CC=CC=C1)NC(C)=O (N-phenylacetamide). Product: CC1=NC2=C(N1C1=CC=CC=C1)C(=CC=C2)C (2,7-Dimethyl-1-phenyl-1H-benzimidazole). Reaction SMILES: Cl[C:2]1[C:7]([N+:8]([O-])=O)=[CH:6][CH:5]=[CH:4][C:3]=1[CH3:11].[C:12]1([NH:18][C:19](=O)[CH3:20])[CH:17]=[CH:16][CH:15]=[CH:14][CH:13]=1>>[CH3:20][C:19]1[N:18]([C:12]2[CH:17]=[CH:16][CH:15]=[CH:14][CH:13]=2)[C:2]2[C:3]([CH3:11])=[CH:4][CH:5]=[CH:6][C:7]=2[N:8]=1. Procedure details: Method A applied to 2-chloro-3-nitrotoluene (68 mg, 0.5 mmol) and N-phenylacetamide (81 mg, 0.6 mmol) yielded the title compound as a pale yellow solid. mp 107-109° C. 1H NMR (DMSO) δ 1.83 (s, 3H), 2.34 (s, 3H), 7.02 (d, J=7.8Hz, 1H), 7.22 (t, J=7.8 Hz, 1H), 7.53 (d, J=7.8Hz, 1H), 7.55-7.63 (m, 5H); 13C NMR δ 13.3, 17.1, 114.8, 121.7, 123.0, 125.5, 128.6, 129.4, 129.9, 136.0, 144.5, 151.2, 157.2. HRMS (FAB): cal. for C15H15N2 [M+H+]: 223.1235; found: 223.1231. The solvent is O (water). Procedure: To a solution of 1,2,4-triazole-3-thiol (2.23 g : 22.1 mMol.) in dimethylformamide (30 ml) is added sodium hydride (60% in oil : 840 mg : 21 mMol.), and the mixture is stirred at room temperature for 10 minutes. To this solution at -50° to -60° C. is added a solution of chloromethyl thiolacetate (2.50 g : 20.1 mMol.) in dimethylformamide (5 ml), and the mixture is stirred at the same temperature for 20 minutes, mixed with another trityl chloride (6.70 g : 24 mMol.) and pyridine (1.94 ml : 24.0 m... Reactants: S1C(=CC=C1)CC(=O)OCCl (chloromethyl thiolacetate), CN(C=O)C (dimethylformamide), C(C1=CC=CC=C1)(C1=CC=CC=C1)(C1=CC=CC=C1)Cl (trityl chloride), N1=CC=CC=C1 (pyridine), N1N=C(N=C1)S (1,2,4-triazole-3-thiol), [H-].[Na+] (sodium hydride), CN(C=O)C (dimethylformamide). RXN SMILES: [NH:1]1[CH:5]=[N:4][C:3]([SH:6])=[N:2]1.[H-].[Na+].[S:9]1[CH:13]=C[CH:11]=[C:10]1CC(OCCl)=O.[C:20](Cl)([C:33]1[CH:38]=[CH:37][CH:36]=[CH:35][CH:34]=1)([C:27]1[CH:32]=[CH:31][CH:30]=[CH:29][CH:28]=1)[C:21]1[CH:26]=[CH:25][CH:24]=[CH:23][CH:22]=1.N1C=CC=CC=1.CN(C)C=[O:49]>O>[C:10]([S:9][CH2:13][S:6][C:3]1[N:4]=[CH:5][N:1]([C:20]([C:33]2[CH:38]=[CH:37][CH:36]=[CH:35][CH:34]=2)([C:27]2[CH:32]=[CH:31][CH:30]=[CH:29][CH:28]=2)[C:21]2[CH:26]=[CH:25][CH:24]=[CH:23][CH:22]=2)[N:2]=1)(=[O:49])[CH3:11] |f:1.2|. Yield: 39.0%. Product: C(C)(=O)SCSC1=NN(C=N1)C(C1=CC=CC=C1)(C1=CC=CC=C1)C1=CC=CC=C1 (3- acetylthiomethylthio-1-trityl-1,2,4-triazole). Run at time 10 minute.